This data is from the Open Reaction Database (ORD), a public repository of structured organic reaction records. The task is: describe an organic reaction: reactants, conditions, products, and yield Reactants: CN=C=O, CN(C)C=O, Nc1ccc(N2CCN(c3ccncc3)CC2)cc1. Product: CNC(=O)Nc1ccc(N2CCN(c3ccncc3)CC2)cc1. As a reaction SMILES: [CH3:1][N:2]=[C:3]=[O:4].[CH3:24][N:25]([CH3:26])[CH:27]=[O:28].[NH2:5][c:6]1[cH:7][cH:8][c:9]([N:12]2[CH2:13][CH2:14][N:15]([c:18]3[cH:19][cH:20][n:21][cH:22][cH:23]3)[CH2:16][CH2:17]2)[cH:10][cH:11]1>>[CH3:1][NH:2][C:3](=[O:4])[NH:5][c:6]1[cH:7][cH:8][c:9]([N:12]2[CH2:13][CH2:14][N:15]([c:18]3[cH:19][cH:20][n:21][cH:22][cH:23]3)[CH2:16][CH2:17]2)[cH:10][cH:11]1. Product: FC=1C=C(C(=O)C2=CC=CC=C2)C=CC1[N+](=O)[O-] (3-Fluoro-4-nitrobenzophenone). Conditions: time 45 minute. As a reaction SMILES: [F:1][C:2]1[CH:3]=[C:4]([CH:8]=[CH:9][C:10]=1[N+:11]([O-:13])=[O:12])[C:5]([OH:7])=O.[CH:14]1[CH:19]=[CH:18][CH:17]=[CH:16][CH:15]=1.S(Cl)(Cl)=O>CN(C)C=O>[F:1][C:2]1[CH:3]=[C:4]([CH:8]=[CH:9][C:10]=1[N+:11]([O-:13])=[O:12])[C:5]([C:14]1[CH:19]=[CH:18][CH:17]=[CH:16][CH:15]=1)=[O:7]. The yield is 87.0%. Solvent: CN(C=O)C (N,N-dimethylformamide). Reported procedure: A solution of 14.61 g. (0.079 m.) of 3-fluoro-4-nitrobenzoic acid, 200 ml. of benzene, 10 ml. of thionyl chloride, and 1 ml. of N,N-dimethylformamide was stirred overnight at room temperature under a calcium chloride drying tube. The resulting clear solution was then heated to reflux for one hour, after which time the solution was concentrated to approximately 75% of the original volume by distillation. The mixture was cooled by placing the flask in an ice bath. With additional cooling, 20 g. of... Reactants: FC=1C=C(C(=O)O)C=CC1[N+](=O)[O-] (3-fluoro-4-nitrobenzoic acid), C1=CC=CC=C1 (benzene), S(=O)(Cl)Cl (thionyl chloride). Starting materials: Brc1csc(Br)c1, O=C([O-])[O-], CCO, COCCOC, [K+], [K+], c1ccc(P(c2ccccc2)(c2ccccc2)[Pd](P(c2ccccc2)(c2ccccc2)c2ccccc2)(P(c2ccccc2)(c2ccccc2)c2ccccc2)P(c2ccccc2)(c2ccccc2)c2ccccc2)cc1, OB(O)c1ccncc1. The product is Brc1csc(-c2ccncc2)c1. Reaction SMILES: [Br:1][c:2]1[s:3][cH:4][c:5]([Br:7])[cH:6]1.[C:17](=[O:18])([O-:19])[O-:20].[CH2:29]([OH:30])[CH3:31].[CH3:23][O:24][CH2:25][CH2:26][O:27][CH3:28].[K+:21].[K+:22].[cH:32]1[cH:33][cH:34][c:35]([P:36]([Pd:37]([P:38]([c:39]2[cH:40][cH:41][cH:42][cH:43][cH:44]2)([c:45]2[cH:46][cH:47][cH:48][cH:49][cH:50]2)[c:51]2[cH:52][cH:53][cH:54][cH:55][cH:56]2)([P:57]([c:58]2[cH:59][cH:60][cH:61][cH:62][cH:63]2)([c:64]2[cH:65][cH:66][cH:67][cH:68][cH:69]2)[c:70]2[cH:71][cH:72][cH:73][cH:74][cH:75]2)[P:76]([c:77]2[cH:78][cH:79][cH:80][cH:81][cH:82]2)([c:83]2[cH:84][cH:85][cH:86][cH:87][cH:88]2)[c:89]2[cH:90][cH:91][cH:92][cH:93][cH:94]2)([c:95]2[cH:96][cH:97][cH:98][cH:99][cH:100]2)[c:101]2[cH:102][cH:103][cH:104][cH:105][cH:106]2)[cH:107][cH:108]1.[n:8]1[cH:9][cH:10][c:11]([B:14]([OH:15])[OH:16])[cH:12][cH:13]1>>[c:2]1(-[c:11]2[cH:10][cH:9][n:8][cH:13][cH:12]2)[s:3][cH:4][c:5]([Br:7])[cH:6]1. The reactants are O1CCOC12CCC(CC2)=O (1,4-dioxaspiro[4,5]decan-8-one), Cl.CN (methylamine hydrochloride), C(C)(=O)O[BH-](OC(C)=O)OC(C)=O.[Na+] (sodium triacetoxyborohydride), aqueous solution, [OH-].[Na+] (sodium hydroxide). The solvent is ClCCl (dichloromethane), C(C)(=O)O (acetic acid). Run at time 2.5 hour. Yields the product O1CCOC12CCC(CC2)CN ((1,4-dioxaspiro[4,5]dec-8-yl)methylamine). Isolated yield 100.3%. Reaction SMILES: [O:1]1[C:5]2([CH2:10][CH2:9][C:8](=O)[CH2:7][CH2:6]2)[O:4][CH2:3][CH2:2]1.Cl.[CH3:13][NH2:14].C(O[BH-](OC(=O)C)OC(=O)C)(=O)C.[Na+].[OH-].[Na+]>ClCCl.C(O)(=O)C>[O:1]1[C:5]2([CH2:10][CH2:9][CH:8]([CH2:13][NH2:14])[CH2:7][CH2:6]2)[O:4][CH2:3][CH2:2]1 |f:1.2,3.4,5.6|. Procedure details: To a solution of 1,4-dioxaspiro[4,5]decan-8-one (10.0 g) and acetic acid (4.4 ml) in dichloromethane (128 ml) were added methylamine hydrochloride (5.19 g) and sodium triacetoxyborohydride (16.3 g), and stirred at room temperature for 2.5 hours. After completion of the reaction, 4 N aqueous solution of sodium hydroxide (90 ml) was added thereto, and extracted with dichloromethane. The organic layer was dried over sodium sulfate, and then the solvent was evaporated to give (1,4-dioxaspiro[4,5]dec... The product is O=C1Nc2ccccc2SC1c1cccs1. Reaction SMILES: [CH2:20]([Cl:21])[Cl:22].[Cl-:18].[Cl:1][CH:2]1[S:3][c:4]2[c:5]([cH:9][cH:10][cH:11][cH:12]2)[NH:6][C:7]1=[O:8].[OH2:19].[cH:13]1[cH:14][cH:15][s:16][cH:17]1>>[CH:2]1([c:15]2[cH:14][cH:13][cH:17][s:16]2)[S:3][c:4]2[c:5]([cH:9][cH:10][cH:11][cH:12]2)[NH:6][C:7]1=[O:8]. The reactants are ClCCl, [Cl-], O=C1Nc2ccccc2SC1Cl, O, c1ccsc1. The reactants are CC=1N(C=CN1)C1=CC=C(C=C1)SC=1C=C(C=CC1)C1(CCOCC1)C(=O)N (4-[3-[4-(2-methylimidazol-1-yl)phenylthio]phenyl]-3,4,5,6-tetrahydro-2H-pyran-4-carboxamide), C(\C=C\C(=O)O)(=O)O (fumaric acid). The solvent is CO (methanol). Conditions: time 10 minute. The product is C(\C=C\C(=O)O)(=O)O.CC=1N(C=CN1)C1=CC=C(C=C1)SC=1C=C(C=CC1)C1(CCOCC1)C(=O)N.CC=1N(C=CN1)C1=CC=C(C=C1)SC=1C=C(C=CC1)C1(CCOCC1)C(=O)N (4-[3-[4-(2-methylimidazol-1-yl)phenylthio]phenyl]-3,4,5,6-tetrahydro-2H-pyran-4-carboxamide hemifumarate). The yield is 88.6%. RXN SMILES: [CH3:1][C:2]1[N:3]([C:7]2[CH:12]=[CH:11][C:10]([S:13][C:14]3[CH:15]=[C:16]([C:20]4([C:26]([NH2:28])=[O:27])[CH2:25][CH2:24][O:23][CH2:22][CH2:21]4)[CH:17]=[CH:18][CH:19]=3)=[CH:9][CH:8]=2)[CH:4]=[CH:5][N:6]=1.[C:29]([OH:36])(=[O:35])/[CH:30]=[CH:31]/[C:32]([OH:34])=[O:33]>CO>[C:29]([OH:36])(=[O:35])/[CH:30]=[CH:31]/[C:32]([OH:34])=[O:33].[CH3:1][C:2]1[N:3]([C:7]2[CH:8]=[CH:9][C:10]([S:13][C:14]3[CH:15]=[C:16]([C:20]4([C:26]([NH2:28])=[O:27])[CH2:21][CH2:22][O:23][CH2:24][CH2:25]4)[CH:17]=[CH:18][CH:19]=3)=[CH:11][CH:12]=2)[CH:4]=[CH:5][N:6]=1.[CH3:1][C:2]1[N:3]([C:7]2[CH:8]=[CH:9][C:10]([S:13][C:14]3[CH:15]=[C:16]([C:20]4([C:26]([NH2:28])=[O:27])[CH2:21][CH2:22][O:23][CH2:24][CH2:25]4)[CH:17]=[CH:18][CH:19]=3)=[CH:11][CH:12]=2)[CH:4]=[CH:5][N:6]=1 |f:3.4.5|. Reported procedure: 4-[3-[4-(2-methylimidazol-1-yl)phenylthio]phenyl]-3,4,5,6-tetrahydro-2H-pyran-4-carboxamide (39 mg, 0.1 mmol) and fumaric acid (12 mg, 0.1 mmol) were dissolved in methanol (3 ml). After stirring for 10 min, volatiles were removed by evaporation and the resulting residue recrystallized from 2-propanol to give the titled compound (40 mg, 78%) as white solids. mp: 183.5-184.9° C.